From a dataset of the Open Reaction Database (ORD), a public repository of structured organic reaction records. describe an organic reaction: reactants, conditions, products, and yield Reactants: C(C)OC(=O)C(C)N1C(C(CCCCC1)=C)=O (1-(1-ethoxycarbonylethyl)-3-methyleneperhydroazocin-2-one), [OH-].[Na+] (sodium hydroxide). Product: C(=O)(O)C(C)N1C(C(CCCCC1)=C)=O (1-(1-carboxyethyl)-3-methyleneperhydroazocin-2-one). Reaction SMILES: C([O:3][C:4]([CH:6]([N:8]1[CH2:15][CH2:14][CH2:13][CH2:12][CH2:11][C:10](=[CH2:16])[C:9]1=[O:17])[CH3:7])=[O:5])C.[OH-].[Na+]>>[C:4]([CH:6]([N:8]1[CH2:15][CH2:14][CH2:13][CH2:12][CH2:11][C:10](=[CH2:16])[C:9]1=[O:17])[CH3:7])([OH:5])=[O:3] |f:1.2|. Procedure: Hydrolyze 100 mg 1-(1-ethoxycarbonylethyl)-3-methyleneperhydroazocin-2-one, prepared in Example 1, with dilute sodium hydroxide. Carefully acidfy the hydrolysate to pH 2 and extract with ethyl acetate. Dry and concentrate to obtain 1-(1-carboxyethyl)-3-methyleneperhydroazocin-2-one. The reactants are Cc1ncsc1C=O, CCO, Cl, [Na+], [OH-], CC(=O)c1ccc(O)c(C)c1. The product is Cc1cc(C(=O)C=Cc2scnc2C)ccc1O. RXN SMILES: [CH3:1][c:2]1[n:3][cH:4][s:5][c:6]1[CH:7]=[O:8].[CH3:23][CH2:24][OH:25].[ClH:22].[Na+:21].[OH-:20].[OH:9][c:10]1[c:11]([CH3:19])[cH:12][c:13]([C:16]([CH3:17])=[O:18])[cH:14][cH:15]1>>[CH3:1][c:2]1[n:3][cH:4][s:5][c:6]1[CH:7]=[CH:17][C:16]([c:13]1[cH:12][c:11]([CH3:19])[c:10]([OH:9])[cH:15][cH:14]1)=[O:18].